This data is from the Open Reaction Database (ORD), a public repository of structured organic reaction records. The task is: describe an organic reaction: reactants, conditions, products, and yield Reactants: [NH4+].[Cl-] (NH4Cl), N (NH3), CC[O-].[Na+] (NaOEt), CN(C=CC#N)C (3-Dimethylamino-acrylonitrile), Cl.C(C)(C)(C)OC(NC1(CC1)C(N)=N)=O ((1-Carbamimidoyl-cyclopropyl)-carbamic acid tert-butyl ester hydrochloride), CN(C=CC#N)C (3-dimethylamino-acrylonitrile). Solvent: CCOC(=O)C (EtOAc), CCO (EtOH). Conditions: time 1 hour. The product is C(C)(C)(C)OC(NC1(CC1)C1=NC=CC(=N1)N)=O ([1-(4-Amino-pyrimidin-2-yl)-cyclopropyl]-carbamic acid tert-butyl ester). The yield is 46.3%. RXN SMILES: C[N:2](C)[CH:3]=[CH:4][C:5]#N.CC[O-].[Na+].Cl.[C:13]([O:17][C:18](=[O:26])[NH:19][C:20]1([C:23](=[NH:25])[NH2:24])[CH2:22][CH2:21]1)([CH3:16])([CH3:15])[CH3:14].[NH4+].[Cl-].N>CCO.CCOC(C)=O>[C:13]([O:17][C:18](=[O:26])[NH:19][C:20]1([C:23]2[N:24]=[C:3]([NH2:2])[CH:4]=[CH:5][N:25]=2)[CH2:22][CH2:21]1)([CH3:16])([CH3:14])[CH3:15] |f:1.2,3.4,5.6|. Procedure: 3-Dimethylamino-acrylonitrile (0.05 mL, 0.50 mmol) was dissolved in EtOH (1 mL) and NaOEt solution (21 wt % in EtOH, 0.19 mL, 0.50 mmol) was added. This was stirred for 1 h and then (1-Carbamimidoyl-cyclopropyl)-carbamic acid tert-butyl ester hydrochloride (50 mg, 0.25 mmol) was added. The reaction was stirred for 1.5 h at 60° C. and then solid NH4Cl (27 mg, 0.50 mmol) and NH3 (7 M in MeOH, 0.50 mL, 3.5 mmol) were added and stirring was continued at 60° C. for 1 h and then at 100° C. for 17 h. A... The reactants are O=C([O-])O, Cc1c[nH]c(=O)c(=O)n1-c1cccc(C(F)(F)F)c1, Cc1ccccc1, CC#N, [Na+], O, O=P(Br)(Br)Br. The product is Cc1cnc(Br)c(=O)n1-c1cccc(C(F)(F)F)c1. RXN SMILES: [C:32](=[O:33])([OH:34])[O-:35].[CH3:1][c:2]1[cH:3][nH:4][c:5](=[O:19])[c:6](=[O:18])[n:7]1-[c:8]1[cH:9][c:10]([C:14]([F:15])([F:16])[F:17])[cH:11][cH:12][cH:13]1.[CH3:20][c:21]1[cH:22][cH:23][cH:24][cH:25][cH:26]1.[CH3:37][C:38]#[N:39].[Na+:36].[OH2:40].[P:27]([Br:28])([Br:29])([Br:30])=[O:31]>>[CH3:1][c:2]1[cH:3][n:4][c:5]([Br:29])[c:6](=[O:18])[n:7]1-[c:8]1[cH:9][c:10]([C:14]([F:15])([F:16])[F:17])[cH:11][cH:12][cH:13]1. Reactants: O=C([O-])[O-], Cc1cc(C(=O)O)cc2c1-c1ccccc1C2=O, CN(C)C=O, CI, [K+], [K+], O. Yields the product COC(=O)c1cc(C)c2c(c1)C(=O)c1ccccc1-2. Reaction SMILES: [C:19](=[O:20])([O-:21])[O-:22].[CH3:1][c:2]1[cH:3][c:4]([C:16](=[O:17])[OH:18])[cH:5][c:6]2[c:14]1-[c:13]1[c:8]([cH:9][cH:10][cH:11][cH:12]1)[C:7]2=[O:15].[CH3:25][N:26]([CH3:27])[CH:28]=[O:29].[CH3:30][I:31].[K+:23].[K+:24].[OH2:32]>>[CH3:1][c:2]1[cH:3][c:4]([C:16](=[O:17])[O:18][CH3:19])[cH:5][c:6]2[c:14]1-[c:13]1[c:8]([cH:9][cH:10][cH:11][cH:12]1)[C:7]2=[O:15]. Starting materials: FC1=CC2=C(SC3=C(C(C2)O)C=CC=C3)C=C1 (2-fluoro-10,11-dihydro-dibenzo[b,f]thiepin-10-ol), [Cl-].[Ca+2].[Cl-] (calcium chloride), Cl (hydrochloric acid). Run in C1=CC=CC=C1 (benzene). Product: ClC1CC2=C(SC3=C1C=CC=C3)C=CC(=C2)F (10-chloro-2-fluoro-10,11-dihydro-dibenzo-[b,f]thiepin). RXN SMILES: [F:1][C:2]1[CH:17]=[CH:16][C:5]2[S:6][C:7]3[CH:15]=[CH:14][CH:13]=[CH:12][C:8]=3[CH:9](O)[CH2:10][C:4]=2[CH:3]=1.[Cl-:18].[Ca+2].[Cl-].Cl>C1C=CC=CC=1>[Cl:18][CH:9]1[C:8]2[CH:12]=[CH:13][CH:14]=[CH:15][C:7]=2[S:6][C:5]2[CH:16]=[CH:17][C:2]([F:1])=[CH:3][C:4]=2[CH2:10]1 |f:1.2.3|. Procedure: 21.2 g of 2-fluoro-10,11-dihydro-dibenzo[b,f]thiepin-10-ol, 110 ml of benzene and 7.9 g of finely powdered calcium chloride are saturated with hydrochloric acid gas at 15° C (2 hours). The precipitate is filtered off and washed with benzene. The filtrate is evaporated under reduced pressure. There is obtained 10-chloro-2-fluoro-10,11-dihydro-dibenzo-[b,f]thiepin as pink crystals which melt at 90°-92° C.